This data is from the Open Reaction Database (ORD), a public repository of structured organic reaction records. The task is: describe an organic reaction: reactants, conditions, products, and yield Reactants: CI (methyl iodide), [Cl-].[NH4+] (ammonium chloride), C1(=CC=C(C=C1)[Si](C)(C)CCl)C1=CC=CC=C1 ((1,1'-biphenyl-4-yl)chloromethyldimethylsilane), C(C)(CC)[Li] (sec-butyllithium), CN(CCN(C)C)C (tetramethylethylenediamine). The solvent is O1CCCC1 (tetrahydrofuran), O1CCCC1 (tetrahydrofuran), CCCCCC (hexane). Run at time 1 hour. Yields the product C1(=CC=C(C=C1)[Si](C(C)Cl)(C)C)C1=CC=CC=C1 ((1,1'-Biphenyl-4-yl)dimethyl-1-chloroethylsilane). Isolated yield 79.2%. Reaction SMILES: [C:1]1([C:12]2[CH:17]=[CH:16][CH:15]=[CH:14][CH:13]=2)[CH:6]=[CH:5][C:4]([Si:7]([CH2:10][Cl:11])([CH3:9])[CH3:8])=[CH:3][CH:2]=1.[CH:18]([Li])(CC)C.CN(C)CCN(C)C.CI.[Cl-].[NH4+]>O1CCCC1.CCCCCC>[C:1]1([C:12]2[CH:13]=[CH:14][CH:15]=[CH:16][CH:17]=2)[CH:6]=[CH:5][C:4]([Si:7]([CH3:8])([CH3:9])[CH:10]([Cl:11])[CH3:18])=[CH:3][CH:2]=1 |f:4.5|. Procedure: A solution of 4.0 g (15.3 mmol) of (1,1'-biphenyl-4-yl)chloromethyldimethylsilane in 20 ml of tetrahydrofuran was cooled to -78°, and 12.5 ml (16.8 mmol) of 1.35 molar sec-butyllithium in hexane was slowly dripped in followed by addition of 2.42 ml (16.1 mmol) of tetramethylethylenediamine. After stirring for one hour at -78°, the solution was warmed to -55° and 1.43 ml (22.9 mmol) of methyl iodide in 5 ml of tetrahydrofuran was added dropwise. The mixture was stirred another 30 minutes at -50°,... Reactants: CCN=C=NCCCN(C)C, O=C(O)C1(O)CCN(c2ncccc2Cl)CC1, ClCCl, Nc1ccc(C(F)(F)F)cc1. Yields the product O=C(Nc1ccc(C(F)(F)F)cc1)C1(O)CCN(c2ncccc2Cl)CC1. RXN SMILES: [CH3:18][CH2:19][N:20]=[C:21]=[N:22][CH2:23][CH2:24][CH2:25][N:26]([CH3:27])[CH3:28].[Cl:1][c:2]1[c:3]([N:8]2[CH2:9][CH2:10][C:11]([C:14](=[O:15])[OH:16])([OH:17])[CH2:12][CH2:13]2)[n:4][cH:5][cH:6][cH:7]1.[Cl:40][CH2:41][Cl:42].[F:29][C:30]([c:31]1[cH:32][cH:33][c:34]([NH2:35])[cH:36][cH:37]1)([F:38])[F:39]>>[Cl:1][c:2]1[c:3]([N:8]2[CH2:9][CH2:10][C:11]([C:14](=[O:16])[NH:35][c:34]3[cH:33][cH:32][c:31]([C:30]([F:29])([F:38])[F:39])[cH:37][cH:36]3)([OH:17])[CH2:12][CH2:13]2)[n:4][cH:5][cH:6][cH:7]1.